This data is from the Open Reaction Database (ORD), a public repository of structured organic reaction records. The task is: describe an organic reaction: reactants, conditions, products, and yield The reactants are Clc1ccc(-c2ccc(Cl)nc2)cc1, NN, c1ccncc1. Yields the product NNc1ccc(-c2ccc(Cl)cc2)cn1. As a reaction SMILES: [Cl:1][c:2]1[n:3][cH:4][c:5](-[c:8]2[cH:9][cH:10][c:11]([Cl:14])[cH:12][cH:13]2)[cH:6][cH:7]1.[NH2:15][NH2:16].[cH:17]1[cH:18][cH:19][n:20][cH:21][cH:22]1>>[c:2]1([NH:15][NH2:16])[n:3][cH:4][c:5](-[c:8]2[cH:9][cH:10][c:11]([Cl:14])[cH:12][cH:13]2)[cH:6][cH:7]1. Product: COc1ccc(NC(=O)c2n[nH]cc2[N+](=O)[O-])c(N)c1. Reaction SMILES: [CH3:1][O:2][c:3]1[cH:4][c:5]([NH2:10])[c:6]([NH2:9])[cH:7][cH:8]1.[CH3:42][N:43]([CH3:44])[CH:45]=[O:46].[Cl:33][C:34]([C:35]([Cl:36])=[O:37])=[O:38].[Cl:39][CH2:40][Cl:41].[N+:11](=[O:12])([O-:13])[c:14]1[c:15]([C:19](=[O:20])[Cl:21])[n:16][nH:17][cH:18]1.[N+:22]([c:23]1[c:24]([C:25]([OH:26])=[O:27])[n:28][nH:29][cH:30]1)([O-:31])=[O:32]>>[CH3:1][O:2][c:3]1[cH:4][c:5]([NH2:10])[c:6]([NH:9][C:19]([c:15]2[c:14]([N+:11](=[O:12])[O-:13])[cH:18][nH:17][n:16]2)=[O:20])[cH:7][cH:8]1. The reactants are COc1ccc(N)c(N)c1, CN(C)C=O, O=C(Cl)C(=O)Cl, ClCCl, O=C(Cl)c1n[nH]cc1[N+](=O)[O-], O=C(O)c1n[nH]cc1[N+](=O)[O-]. Procedure details: 0.12 g of N-(8-{4-chloro-N-[(3R)-1,2,3,4-tetrahydroisoquinolin-3-ylmethyl]-D-phenylalanyl}-8-azabicyclo[3.2.1]oct-3-yl)-N-cyclohexyl-N′,N′-diethylurea is dissolved in 5 ml of dichloromethane and 0.4 ml of 4N hydrochloric acid in dioxane is added. After evaporation, the residue is taken up in diethyl ether, rinsing is carried out with diethyl ether and the precipitate obtained is filter-dried. 0.12 g of N-(8-{4-chloro-N-[(3R)-1,2,3,4-tetrahydroisoquinolin-3-ylmethyl]-D-phenylalanyl}-8-azabicyclo[... The product is Cl.ClC1=CC=C(C[C@@H](NC[C@@H]2NCC3=CC=CC=C3C2)C(=O)N2C3CC(CC2CC3)N(C(=O)N(CC)CC)C3CCCCC3)C=C1 (N-(8-{4-chloro-N-[(3R)-1,2,3,4-tetrahydroisoquinolin-3-ylmethyl]-D-phenylalanyl}-8-azabicyclo[3.2.1]oct-3-yl)-N-cyclohexyl-N′,N′-diethylurea hydrochloride). Run in ClCCl (dichloromethane), O1CCOCC1 (dioxane). As a reaction SMILES: [Cl:1][C:2]1[CH:45]=[CH:44][C:5]([CH2:6][C@H:7]([C:20]([N:22]2[CH:27]3[CH2:28][CH2:29][CH:23]2[CH2:24][CH:25]([N:30]([CH:38]2[CH2:43][CH2:42][CH2:41][CH2:40][CH2:39]2)[C:31]([N:33]([CH2:36][CH3:37])[CH2:34][CH3:35])=[O:32])[CH2:26]3)=[O:21])[NH:8][CH2:9][C@H:10]2[CH2:19][C:18]3[C:13](=[CH:14][CH:15]=[CH:16][CH:17]=3)[CH2:12][NH:11]2)=[CH:4][CH:3]=1.Cl>ClCCl.O1CCOCC1>[ClH:1].[Cl:1][C:2]1[CH:3]=[CH:4][C:5]([CH2:6][C@H:7]([C:20]([N:22]2[CH:23]3[CH2:29][CH2:28][CH:27]2[CH2:26][CH:25]([N:30]([CH:38]2[CH2:43][CH2:42][CH2:41][CH2:40][CH2:39]2)[C:31]([N:33]([CH2:34][CH3:35])[CH2:36][CH3:37])=[O:32])[CH2:24]3)=[O:21])[NH:8][CH2:9][C@H:10]2[CH2:19][C:18]3[C:13](=[CH:14][CH:15]=[CH:16][CH:17]=3)[CH2:12][NH:11]2)=[CH:44][CH:45]=1 |f:4.5|. Reactants: ClC1=CC=C(C[C@@H](NC[C@@H]2NCC3=CC=CC=C3C2)C(=O)N2C3CC(CC2CC3)N(C(=O)N(CC)CC)C3CCCCC3)C=C1 (N-(8-{4-chloro-N-[(3R)-1,2,3,4-tetrahydroisoquinolin-3-ylmethyl]-D-phenylalanyl}-8-azabicyclo[3.2.1]oct-3-yl)-N-cyclohexyl-N′,N′-diethylurea), Cl (hydrochloric acid). Isolated yield 189.1%.